This data is from the Open Reaction Database (ORD), a public repository of structured organic reaction records. The task is: describe an organic reaction: reactants, conditions, products, and yield The reactants are BrC1=CC=C(C=C1)S (4-bromo-benzenethiol), FC(COS(=O)(=O)C1=CC=C(C=C1)C)(F)F (toluene-4-sulfonic acid 2,2,2-trifluoro-ethyl ester), O (water), [H-].[Na+] (sodium hydride). The solvent is CN(C=O)C (dimethylformamide). Conditions: temperature 0 celsius. The product is SiO2, BrC1=CC=C(C=C1)SCC(F)(F)F (1-bromo-4-(2,2,2-trifluoro-ethylsulfanyl)-benzene). Isolated yield 44.5%. Reaction SMILES: [Br:1][C:2]1[CH:7]=[CH:6][C:5]([SH:8])=[CH:4][CH:3]=1.[H-].[Na+].[F:11][C:12]([F:26])([F:25])[CH2:13]OS(C1C=CC(C)=CC=1)(=O)=O.O>CN(C)C=O>[Br:1][C:2]1[CH:7]=[CH:6][C:5]([S:8][CH2:13][C:12]([F:26])([F:25])[F:11])=[CH:4][CH:3]=1 |f:1.2|. Procedure details: Dissolve 4-bromo-benzenethiol (1.0 g, 5.3 mmol) in dry dimethylformamide (50 mL) and cool to 0° C. under nitrogen. Add dry sodium hydride (152 mg, 6.4 mmol), portionwise. After the vigorous gas evolution stops, add toluene-4-sulfonic acid 2,2,2-trifluoro-ethyl ester (2.0 g, 8.0 mmol) and stir the reaction overnight at room temperature. Slowly pour the reaction into water (400 mL) and extract with ethyl acetate (2×50 mL). Wash the combined organic layers with water (100 mL) and brine (100 mL). Dr... Starting materials: diaminoanthraquinones, 1,6- and 1,7-diaminoanthraquinone, NC1=C(C=2C(C3=CC=CC=C3C(C2C=C1)=O)=O)N (diaminoanthraquinone), FC1=NC(=NC(=N1)F)SCCCC (2,4-difluoro-6-butylthio-s-triazine). The product is diaminoanthraquinones, C1=CC=CC=2C(C3=CC=CC=C3C(C12)=O)=O (anthraquinone). RXN SMILES: N[C:2]1[CH:15]=[CH:14][C:13]2[C:12](=[O:16])[C:11]3[C:6](=[CH:7][CH:8]=[CH:9][CH:10]=3)[C:5](=[O:17])[C:4]=2[C:3]=1N.FC1N=C(F)N=C(SCCCC)N=1>>[CH:7]1[C:6]2[C:5](=[O:17])[C:4]3[C:13](=[CH:14][CH:15]=[CH:2][CH:3]=3)[C:12](=[O:16])[C:11]=2[CH:10]=[CH:9][CH:8]=1. Procedure details: Instead of using a unitary diaminoanthraquinone of the formula (2) it is also possible to use a mixture of diaminoanthraquinones, for example a mixture of 1,5-, 1,6- and 1,7-diaminoanthraquinone. Mixtures of the diaminoanthraquinones which are formed in the industrial manufacture of diaminoanthraquinones by dinitration of anthraquinone and subsequent reduction are particularly suitable. Such mixtures contain for example small amounts of 2,7- and 2,8-diaminoanthraquinone (β-isomers) and 1-aminoan... Yields the product ClC1=CC=C(C=C1)S(=O)(=O)N1N=CC2=C1CC1CC(CC2N1S(=O)(=O)C1=CC=C(C=C1)Cl)CO ({1,10-bis[(4-chlorophenyl)sulfonyl]-4,5,6,7,8,9-hexahydro-1H-4,8-epiminocycloocta[c]pyrazol-6-yl}methanol), ClC1=CC=C(C=C1)S(=O)(=O)N1N=C2C(=C1)C1CC(CC(C2)N1S(=O)(=O)C1=CC=C(C=C1)Cl)CO ({2,10-Bis[(4-chlorophenyl)sulfonyl]-4,5,6,7,8,9-hexahydro-2H-4,8-epiminocycloocta[c]pyrazol-6-yl}methanol). Procedure: Lithium borohydride (10 mg, 0.516 mmol) was added to a solution of ethyl 1,10-bis[(4-chlorophenyl)sulfonyl]-4,5,6,7,8,9-hexahydro-1H-4,8-epiminocycloocta[c]pyrazole-6-carboxylate and ethyl 2,10-bis[(4-chlorophenyl)sulfonyl]-4,5,6,7,8,9-hexahydro-2H-4,8-epiminocycloocta[c]pyrazole-6-carboxylate (57) (0.151 mg, 0.258 mmol) in THF (1 mL) and the resulting solution was stirred at room temperature for 2 h. The reaction mixture was diluted with EtOAc and washed with water. The organic phase was dried ... Starting materials: [BH4-].[Li+] (Lithium borohydride), ClC1=CC=C(C=C1)S(=O)(=O)N1N=CC2=C1CC1CC(CC2N1S(=O)(=O)C1=CC=C(C=C1)Cl)C(=O)OCC (ethyl 1,10-bis[(4-chlorophenyl)sulfonyl]-4,5,6,7,8,9-hexahydro-1H-4,8-epiminocycloocta[c]pyrazole-6-carboxylate), ClC1=CC=C(C=C1)S(=O)(=O)N1N=C2C(=C1)C1CC(CC(C2)N1S(=O)(=O)C1=CC=C(C=C1)Cl)C(=O)OCC (ethyl 2,10-bis[(4-chlorophenyl)sulfonyl]-4,5,6,7,8,9-hexahydro-2H-4,8-epiminocycloocta[c]pyrazole-6-carboxylate). Run in C1CCOC1 (THF), CCOC(=O)C (EtOAc). As a reaction SMILES: [BH4-].[Li+].[Cl:3][C:4]1[CH:9]=[CH:8][C:7]([S:10]([N:13]2[C:17]3[CH2:18][CH:19]4[N:24]([S:25]([C:28]5[CH:33]=[CH:32][C:31]([Cl:34])=[CH:30][CH:29]=5)(=[O:27])=[O:26])[CH:23]([C:16]=3[CH:15]=[N:14]2)[CH2:22][CH:21]([C:35](OCC)=[O:36])[CH2:20]4)(=[O:12])=[O:11])=[CH:6][CH:5]=1.[Cl:40][C:41]1[CH:46]=[CH:45][C:44]([S:47]([N:50]2[CH:54]=[C:53]3[CH:55]4[N:61]([S:62]([C:65]5[CH:70]=[CH:69][C:68]([Cl:71])=[CH:67][CH:66]=5)(=[O:64])=[O:63])[CH:59]([CH2:60][C:52]3=[N:51]2)[CH2:58][CH:57]([C:72](OCC)=[O:73])[CH2:56]4)(=[O:49])=[O:48])=[CH:43][CH:42]=1>C1COCC1.CCOC(C)=O>[Cl:3][C:4]1[CH:5]=[CH:6][C:7]([S:10]([N:13]2[C:17]3[CH2:18][CH:19]4[N:24]([S:25]([C:28]5[CH:29]=[CH:30][C:31]([Cl:34])=[CH:32][CH:33]=5)(=[O:27])=[O:26])[CH:23]([C:16]=3[CH:15]=[N:14]2)[CH2:22][CH:21]([CH2:35][OH:36])[CH2:20]4)(=[O:12])=[O:11])=[CH:8][CH:9]=1.[Cl:40][C:41]1[CH:42]=[CH:43][C:44]([S:47]([N:50]2[CH:54]=[C:53]3[CH:55]4[N:61]([S:62]([C:65]5[CH:66]=[CH:67][C:68]([Cl:71])=[CH:69][CH:70]=5)(=[O:64])=[O:63])[CH:59]([CH2:60][C:52]3=[N:51]2)[CH2:58][CH:57]([CH2:72][OH:73])[CH2:56]4)(=[O:49])=[O:48])=[CH:45][CH:46]=1 |f:0.1|. Conditions: time 2 hour. Reactants: S(O)(O)(=O)=O (Sulfuric acid), OC=1C=C(C(=O)OC)C=CC1OC (methyl 3-hydroxy-4-methoxybenzoate), [N+](=O)(OC(C)C)[O-] (isopropyl nitrate). The reagents and catalysts are S(=O)(=O)(O)[O-].C(CCC)[N+](CCCC)(CCCC)CCCC (tetrabutylammonium hydrogensulfate). Solvent: ClCCl (dichloromethane). Product: OC=1C(=C(C(=O)OC)C=CC1OC)[N+](=O)[O-] (methyl 3-hydroxy-4-methoxy-2-nitrobenzoate). Reaction SMILES: S(=O)(=O)(O)O.[OH:6][C:7]1[CH:8]=[C:9]([CH:14]=[CH:15][C:16]=1[O:17][CH3:18])[C:10]([O:12][CH3:13])=[O:11].[N+:19]([O-])([O:21]C(C)C)=[O:20]>S([O-])(O)(=O)=O.C([N+](CCCC)(CCCC)CCCC)CCC.ClCCl>[OH:6][C:7]1[C:8]([N+:19]([O-:21])=[O:20])=[C:9]([CH:14]=[CH:15][C:16]=1[O:17][CH3:18])[C:10]([O:12][CH3:13])=[O:11] |f:3.4|. Reported procedure: Sulfuric acid (3.0 mL, 56 mmol) was added dropwise over 2 min to a solution of methyl 3-hydroxy-4-methoxybenzoate (3.64 g, 20 mmol), tetrabutylammonium hydrogensulfate (340 mg, 1.0 mmol), isopropyl nitrate (5.0 mL, 50 mmol), and dichloromethane (40 mL) at 0° C. The reaction was allowed to warm to rt, maintained for 45 min, and then quenched with ice water (100 mL). This mixture was extracted with dichloromethane (250 mL×2). The combined extracts were dried, filtered, concentrated, and purified b... The yield is 84.8%. Product: C(C)(C)(C)OC(=O)N1C[C@@H]([C@H](CC1)C1=C(C=C(C(=C1)F)F)F)C(=O)O ((3R,4S)-1-(tert-Butoxycarbonyl)-4-(2,4,5-trifluorophenyl)piperidine-3-carboxylic acid). Reported procedure: 1-tert-Butyl 3-ethyl 4-(2,4,5-trifluorophenyl)-5,6-dihydropyridine-1,3(2H)-dicarboxylate (9.98 g) was dissolved in methanol (100 ml), and thereto was added magnesium (6.29 g) under ice-cooling, and the mixture was stirred at room temperature for 2 hours. In an ice-bath, to the reaction mixture was added a saturated aqueous ammonium chloride solution, and the mixture was stirred for 30 minutes. The reaction mixture was extracted with ethyl acetate, and the organic layer was washed with a saturate... As a reaction SMILES: [F:1][C:2]1[CH:7]=[C:6]([F:8])[C:5]([F:9])=[CH:4][C:3]=1[C:10]1[CH2:15][CH2:14][N:13]([C:16]([O:18][C:19]([CH3:22])([CH3:21])[CH3:20])=[O:17])[CH2:12][C:11]=1[C:23]([O:25]CC)=[O:24].[Mg].[Cl-].[NH4+]>CO>[C:19]([O:18][C:16]([N:13]1[CH2:14][CH2:15][C@H:10]([C:3]2[CH:4]=[C:5]([F:9])[C:6]([F:8])=[CH:7][C:2]=2[F:1])[C@@H:11]([C:23]([OH:25])=[O:24])[CH2:12]1)=[O:17])([CH3:22])([CH3:20])[CH3:21] |f:2.3|. Run in CO (methanol). Conditions: time 2 hour. Starting materials: [Mg] (magnesium), FC1=C(C=C(C(=C1)F)F)C1=C(CN(CC1)C(=O)OC(C)(C)C)C(=O)OCC (1-tert-Butyl 3-ethyl 4-(2,4,5-trifluorophenyl)-5,6-dihydropyridine-1,3(2H)-dicarboxylate), [Cl-].[NH4+] (ammonium chloride).